From a dataset of the Open Reaction Database (ORD), a public repository of structured organic reaction records. describe an organic reaction: reactants, conditions, products, and yield Starting materials: O=C1CCC(=O)N1Br, O=C(OOC(=O)c1ccccc1)c1ccccc1, ClC(Cl)(Cl)Cl, COC(=O)c1ccc(S(C)(=O)=O)c(C)c1Cl. The product is COC(=O)c1ccc(S(C)(=O)=O)c(CBr)c1Cl. As a reaction SMILES: [Br:17][N:18]1[C:19](=[O:20])[CH2:21][CH2:22][C:23]1=[O:24].[C:25]([O:26][O:27][C:28](=[O:29])[c:30]1[cH:31][cH:32][cH:33][cH:34][cH:35]1)(=[O:36])[c:37]1[cH:38][cH:39][cH:40][cH:41][cH:42]1.[C:43]([Cl:44])([Cl:45])([Cl:46])[Cl:47].[Cl:1][c:2]1[c:3]([C:4](=[O:5])[O:6][CH3:7])[cH:8][cH:9][c:10]([S:13](=[O:14])(=[O:15])[CH3:16])[c:11]1[CH3:12]>>[Cl:1][c:2]1[c:3]([C:4](=[O:5])[O:6][CH3:7])[cH:8][cH:9][c:10]([S:13](=[O:14])(=[O:15])[CH3:16])[c:11]1[CH2:12][Br:17]. The reactants are FC=1C(=C(C(=C(C1C#N)C#N)F)F)F (tetrafluorophthalonitrile), FC=1C(=C(C(=C(C1C#N)C#N)F)F)F (tetrafluorophthalonitrile), [F-].[K+] (potassium fluoride), ClC1=C(C=CC=C1)S (2-chlorobenzene thiol). Solvent: CC(CC)=O (2-butanone). Conditions: time 20 minute. Product: ClC1=C(C=CC=C1)SC=1C(=C(C(C#N)=C(C1F)F)C#N)F (4-(2-chloro phenylthio)-3,5,6-trifluorophthalonitrile). Isolated yield 70.0%. RXN SMILES: [F:1][C:2]1[C:3](F)=[C:4]([F:13])[C:5]([F:12])=[C:6]([C:10]#[N:11])[C:7]=1[C:8]#[N:9].[F-].[K+].[Cl:17][C:18]1[CH:23]=[CH:22][CH:21]=[CH:20][C:19]=1[SH:24]>CC(=O)CC>[Cl:17][C:18]1[CH:23]=[CH:22][CH:21]=[CH:20][C:19]=1[S:24][C:3]1[C:2]([F:1])=[C:7]([C:8]#[N:9])[C:6](=[C:5]([F:12])[C:4]=1[F:13])[C:10]#[N:11] |f:1.2|. Procedure details: Into a four-neck flask of glass provided with a stirrer, a thermometer, a water separation tube, and a cooling tube and having an inner volume of 100 ml, 30 gr of 2-butanone, 10 gr (0.05 mol) of tetrafluorophthalonitrile, and 3.63 gr (0.062 mol) of potassium fluoride were placed and the flask was dipped in a water bath. The reaction mixture in the reaction vessel was kept stirred at room temperature and 7.6 g (0.053 mol) of 2-chlorobenzene thiol were added thereto over about 20 minutes. The reac... The reactants are C(C)NC(=O)NC1=CC=C(C=C1)C=1N=C(C2=C(N1)CNC2)N2[C@H](COCC2)C ((S)-1-ethyl-3-(4-(4-(3-methylmorpholino)-6,7-dihydro-5H-pyrrolo[3,4-d]pyrimidin-2-yl)phenyl)urea), CC(C)(C)C=O (pivaldehyde). Product: C(C)NC(=O)NC1=CC=C(C=C1)C=1N=C(C2=C(N1)CN(C2)CC(C)(C)C)N2[C@H](COCC2)C ((S)-1-ethyl-3-(4-(4-(3-methylmorpholino)-6-neopentyl-6,7-dihydro-5H-pyrrolo[3,4-d]pyrimidin-2-yl)phenyl)urea). RXN SMILES: [CH2:1]([NH:3][C:4]([NH:6][C:7]1[CH:12]=[CH:11][C:10]([C:13]2[N:14]=[C:15]([N:22]3[CH2:27][CH2:26][O:25][CH2:24][C@@H:23]3[CH3:28])[C:16]3[CH2:21][NH:20][CH2:19][C:17]=3[N:18]=2)=[CH:9][CH:8]=1)=[O:5])[CH3:2].[CH3:29][C:30]([CH:33]=O)([CH3:32])[CH3:31]>>[CH2:1]([NH:3][C:4]([NH:6][C:7]1[CH:12]=[CH:11][C:10]([C:13]2[N:14]=[C:15]([N:22]3[CH2:27][CH2:26][O:25][CH2:24][C@@H:23]3[CH3:28])[C:16]3[CH2:21][N:20]([CH2:29][C:30]([CH3:33])([CH3:32])[CH3:31])[CH2:19][C:17]=3[N:18]=2)=[CH:9][CH:8]=1)=[O:5])[CH3:2]. Procedure details: Method as described for example 26 using (S)-1-ethyl-3-(4-(4-(3-methylmorpholino)-6,7-dihydro-5H-pyrrolo[3,4-d]pyrimidin-2-yl)phenyl)urea (example 7) and pivaldehyde as starting materials. Purified by prep HPLC (low pH). The reactants are Cl.N[C@@H](C)C1=CC=C(C(=O)OC)C=C1 (Methyl 4-[(1S)-1-aminoethyl]benzoate hydrochloride), ClC=1C=CC(=C(C(=O)O)C1)OC1=CC(=CC(=C1)F)F (5-Chloro-2-(3,5-difluorophenoxy)benzoic acid). Product: ClC=1C=CC(=C(C(=O)N[C@@H](C)C2=CC=C(C(=O)OC)C=C2)C1)OC1=CC(=CC(=C1)F)F (Methyl 4-((1S)-1-{[5-chloro-2-(3,5-difluorophenoxy)benzoyl]amino}ethyl)benzoate). Reaction SMILES: Cl.[NH2:2][C@H:3]([C:5]1[CH:14]=[CH:13][C:8]([C:9]([O:11][CH3:12])=[O:10])=[CH:7][CH:6]=1)[CH3:4].[Cl:15][C:16]1[CH:17]=[CH:18][C:19]([O:25][C:26]2[CH:31]=[C:30]([F:32])[CH:29]=[C:28]([F:33])[CH:27]=2)=[C:20]([CH:24]=1)[C:21](O)=[O:22]>>[Cl:15][C:16]1[CH:17]=[CH:18][C:19]([O:25][C:26]2[CH:31]=[C:30]([F:32])[CH:29]=[C:28]([F:33])[CH:27]=2)=[C:20]([CH:24]=1)[C:21]([NH:2][C@H:3]([C:5]1[CH:14]=[CH:13][C:8]([C:9]([O:11][CH3:12])=[O:10])=[CH:7][CH:6]=1)[CH3:4])=[O:22] |f:0.1|. Procedure: The title compound was prepared according to the procedure described in step 3 of Example 1 from methyl 4-[(1S)-1-aminoethyl]benzoate hydrochloride (step 3 of Example 5) and 5-chloro-2-(3,5-difluorophenoxy)benzoic acid (step 2): 1H-NMR (CDCl3) δ 8.14 (1H, d, J=2.8 Hz), 7.94 (2H, d, J=8.4 Hz), 7.45 (1H, dd, J=8.8, 2.8 Hz), 7.37 (1H, d, J=7.9 Hz), 7.28 (2H, d, J=8.4 Hz), 6.95 (1H, d, J=8.8 Hz), 6.58–6.68 (1H, m), 6.48–6.38 (2H, m), 5.31 (1H, dq, J=7.9, 7.0 Hz), 3.91 (3H, s), 1.49 (3H, d, J=7.0 Hz)... Reactants: OC(=O)C(F)(F)F.C(C1=CC=CC=C1)C1=NNC(=C1)C1CCN(CC1)C(=O)OC(C)(C)C (4-(3-Benzyl-(1H)-pyrazol-5-yl)-1-(t-butoxycarbonyl)piperidine TFA Salt), C1(=CC=CC=C1)OC (anisole), C(=O)(C(F)(F)F)O (TFA). The solvent is C(Cl)Cl (methylene chloride). Yields the product OC(=O)C(F)(F)F.OC(=O)C(F)(F)F.C(C1=CC=CC=C1)N1N=CC=C1C1CCNCC1 (4-(-Benzyl-(1H)-pyrazol-5-yl)piperidine di-TFA Salt). RXN SMILES: [OH:1][C:2]([C:4]([F:7])([F:6])[F:5])=[O:3].C([C:15]1[CH:19]=[C:18]([CH:20]2[CH2:25][CH2:24][N:23](C(OC(C)(C)C)=O)[CH2:22][CH2:21]2)[NH:17][N:16]=1)C1C=CC=CC=1.[C:33]1(OC)[CH:38]=[CH:37][CH:36]=[CH:35][CH:34]=1.[C:41]([OH:47])([C:43]([F:46])([F:45])[F:44])=[O:42]>C(Cl)Cl>[OH:3][C:2]([C:4]([F:7])([F:6])[F:5])=[O:1].[OH:47][C:41]([C:43]([F:46])([F:45])[F:44])=[O:42].[CH2:2]([N:17]1[C:18]([CH:20]2[CH2:21][CH2:22][NH:23][CH2:24][CH2:25]2)=[CH:19][CH:15]=[N:16]1)[C:33]1[CH:38]=[CH:37][CH:36]=[CH:35][CH:34]=1 |f:0.1,5.6.7|. Procedure details: To a solution of 4-(3-benzyl-(1H-pyrazol-5-yl))-1-(t-butoxycarbonyl)piperidine TFA salt (from Step A) in methylene chloride (1.5 mL) was added anisole (0.017 mL) and TFA (0.230 mL). After several h at rt, volatiles were removed under reduced pressure. Purification of the residue was done by preparative reverse-phase HPLC using a 9.4×250 mm Semi-preparative Zorbax SB-C18 column with a 15-25% acetonitrile gradient in water having 0.5% (v/v) TFA over 15 min at 6.0 mL per minute to give the title co... Starting materials: [H][H], O=CC(O)C(O)C(O)CO. Product: OCC(O)C(O)C(O)CO. Reaction SMILES: [H:11][H:12].[O:1]=[CH:2][CH:3]([OH:4])[CH:5]([OH:6])[CH:7]([OH:8])[CH2:9][OH:10]>>[OH:1][CH2:2][CH:3]([OH:4])[CH:5]([OH:6])[CH:7]([OH:8])[CH2:9][OH:10]. The reactants are CC(C)(O)c1ccc(Br)cn1, ClCCl, [Ca+2], O=C(OO)c1cccc(Cl)c1, [OH-], [OH-]. Product: CC(C)(O)c1ccc(Br)c[n+]1[O-]. As a reaction SMILES: [Br:1][c:2]1[cH:3][cH:4][c:5]([C:8]([CH3:9])([CH3:10])[OH:11])[n:6][cH:7]1.[CH2:26]([Cl:27])[Cl:28].[Ca+2:24].[Cl:12][c:13]1[cH:14][c:15]([C:20](=[O:17])[O:21][OH:22])[cH:16][cH:18][cH:19]1.[OH-:23].[OH-:25]>>[Br:1][c:2]1[cH:3][cH:4][c:5]([C:8]([CH3:9])([CH3:10])[OH:11])[n+:6]([O-:17])[cH:7]1. The reactants are CCOC(=O)c1cn(CC)c2c(F)c(Br)c(F)cc2c1=O, COc1cccc(Br)c1, [Li]C(C)(C)C, [Cl-], [Cl-], [Pd], [Zn+2], c1ccc(P(c2ccccc2)c2ccccc2)cc1, c1ccc(P(c2ccccc2)c2ccccc2)cc1, c1ccc(P(c2ccccc2)c2ccccc2)cc1, c1ccc(P(c2ccccc2)c2ccccc2)cc1. Yields the product CCOC(=O)c1cn(CC)c2c(F)c(-c3cccc(OC)c3)c(F)cc2c1=O. Reaction SMILES: [Br:15][c:16]1[c:17]([F:35])[cH:18][c:19]2[c:20](=[O:34])[c:21]([C:29](=[O:30])[O:31][CH2:32][CH3:33])[cH:22][n:23]([CH2:27][CH3:28])[c:24]2[c:25]1[F:26].[Br:1][c:2]1[cH:3][c:4]([O:8][CH3:9])[cH:5][cH:6][cH:7]1.[C:10]([Li:11])([CH3:12])([CH3:13])[CH3:14].[Cl-:36].[Cl-:38].[Pd:39].[Zn+2:37].[c:40]1([P:41]([c:42]2[cH:43][cH:44][cH:45][cH:46][cH:47]2)[c:48]2[cH:49][cH:50][cH:51][cH:52][cH:53]2)[cH:54][cH:55][cH:56][cH:57][cH:58]1.[c:59]1([P:60]([c:61]2[cH:62][cH:63][cH:64][cH:65][cH:66]2)[c:67]2[cH:68][cH:69][cH:70][cH:71][cH:72]2)[cH:73][cH:74][cH:75][cH:76][cH:77]1.[c:78]1([P:79]([c:80]2[cH:81][cH:82][cH:83][cH:84][cH:85]2)[c:86]2[cH:87][cH:88][cH:89][cH:90][cH:91]2)[cH:92][cH:93][cH:94][cH:95][cH:96]1.[c:97]1([P:98]([c:99]2[cH:100][cH:101][cH:102][cH:103][cH:104]2)[c:105]2[cH:106][cH:107][cH:108][cH:109][cH:110]2)[cH:111][cH:112][cH:113][cH:114][cH:115]1>>[c:2]1(-[c:16]2[c:17]([F:35])[cH:18][c:19]3[c:20](=[O:34])[c:21]([C:29](=[O:30])[O:31][CH2:32][CH3:33])[cH:22][n:23]([CH2:27][CH3:28])[c:24]3[c:25]2[F:26])[cH:3][c:4]([O:8][CH3:9])[cH:5][cH:6][cH:7]1. Starting materials: [H-].[Na+] (sodium hydride), C[Si](C)(C)Cl (trimethylsilyl chloride), BrC1=C(NC(=C1Br)C(C(C(C(F)(F)F)(F)F)(F)F)O)C(C(C(C(F)(F)F)(F)F)(F)F)O (3,4-Dibromo-2,5-bis(2',2',3',3',4',4',4'-heptafluoro-1'-hydroxybutyl)pyrrole), [H][H] (hydrogen). The solvent is C1CCOC1 (THF), C1CCOC1 (THF). Reaction conditions: time 8 hour. Yields the product BrC1=C(NC(=C1Br)C(C(C(C(F)(F)F)(F)F)(F)F)O[Si](C)(C)C)C(C(C(C(F)(F)F)(F)F)(F)F)O[Si](C)(C)C (3,4-dibromo-2,5-bis(2',2',3',3',4',4',4'-heptafluoro-1'-trimethylsilyloxy-butyl)pyrrole). Yield: 50.0%. Reaction SMILES: [Br:1][C:2]1[C:6]([Br:7])=[C:5]([CH:8]([OH:19])[C:9]([F:18])([F:17])[C:10]([F:16])([F:15])[C:11]([F:14])([F:13])[F:12])[NH:4][C:3]=1[CH:20]([OH:31])[C:21]([F:30])([F:29])[C:22]([F:28])([F:27])[C:23]([F:26])([F:25])[F:24].[H-].[Na+].[H][H].[CH3:36][Si:37](Cl)([CH3:39])[CH3:38]>C1COCC1>[Br:1][C:2]1[C:6]([Br:7])=[C:5]([CH:8]([O:19][Si:37]([CH3:39])([CH3:38])[CH3:36])[C:9]([F:17])([F:18])[C:10]([F:16])([F:15])[C:11]([F:14])([F:13])[F:12])[NH:4][C:3]=1[CH:20]([O:31][Si:37]([CH3:39])([CH3:38])[CH3:36])[C:21]([F:29])([F:30])[C:22]([F:27])([F:28])[C:23]([F:26])([F:24])[F:25] |f:1.2|. Reported procedure: 3,4-Dibromo-2,5-bis(2',2',3',3',4',4',4'-heptafluoro-1'-hydroxybutyl)pyrrole (1 mmol, 0.62 g) was dissolved in 25 ml of dry THF and transferred to a cooled (0° C.) suspension of sodium hydride (2.0 mmol, 0.048 g) in 100 mL of THF. When hydrogen evolution ceased (after 2 hours) trimethylsilyl chloride (2 mmol, 0.218 g) was added by syringe. The mixture was stirred at room temperature overnight before the solvent was removed in vacuo. The remaining residue was partitioned between 10% sodium bicarb...